From a dataset of the Open Reaction Database (ORD), a public repository of structured organic reaction records. describe an organic reaction: reactants, conditions, products, and yield As a reaction SMILES: [CH3:1][S:2]([O:3][CH2:6][CH2:7][CH2:8][c:9]1[c:10]([C:25](=[O:26])[NH:27][CH:28]2[CH2:29][CH2:30]2)[n:11][n:12][n:13]1-[c:14]1[cH:15][cH:16][c:17]([C:20](=[O:21])[NH:22][CH2:23][CH3:24])[cH:18][cH:19]1)(=[O:4])=[O:5].[K+:42].[O:31]=[C:32]1[N-:33][C:34](=[O:41])[c:35]2[cH:36][cH:37][cH:38][cH:39][c:40]21.[O:43]=[CH:44][N:45]([CH3:46])[CH3:47].[OH2:48]>>[CH2:6]([CH2:7][CH2:8][c:9]1[c:10]([C:25](=[O:26])[NH:27][CH:28]2[CH2:29][CH2:30]2)[n:11][n:12][n:13]1-[c:14]1[cH:15][cH:16][c:17]([C:20](=[O:21])[NH:22][CH2:23][CH3:24])[cH:18][cH:19]1)[N:33]1[C:32](=[O:31])[c:40]2[c:35]([cH:36][cH:37][cH:38][cH:39]2)[C:34]1=[O:41]. Reactants: CCNC(=O)c1ccc(-n2nnc(C(=O)NC3CC3)c2CCCOS(C)(=O)=O)cc1, [K+], O=C1[N-]C(=O)c2ccccc21, CN(C)C=O, O. Yields the product CCNC(=O)c1ccc(-n2nnc(C(=O)NC3CC3)c2CCCN2C(=O)c3ccccc3C2=O)cc1. Reaction SMILES: Br[C:2]1[C:7](Cl)=[CH:6][N:5]=[C:4]2[NH:9][CH:10]=[CH:11][C:3]=12.C(Cl)CCl.[CH:16]1[CH:17]=C[C:19]2[N:24](O)N=[N:22][C:20]=2[CH:21]=1.CN(C=[O:30])C>>[N:9]1[CH:10]=[CH:11][C:3]2[C:4]=1[NH:5][CH:6]=[CH:7][C:2]=2[C:16]1[CH:21]=[C:20]([C:19]([NH2:24])=[O:30])[NH:22][CH:17]=1. Reported procedure: To a vial with Compound D′ (0.1 mmol) in DMF (1 mL), EDC (2 equivalent, 0.2 mmol) and HOBt (0.5 equivalent, 0.05 mmol) were added and the reaction mixture was stirred at room temperature for half an hour, amine (1.2 equivalent, 0.12 mmol) was added and the reaction mixture was stirred at room temperature for 2-3 hour. Reverse phase HPLC was used to purify the final compound. Starting materials: BrC1=C2C(=NC=C1Cl)NC=C2 (4-bromo-5-chloro-1H-pyrrolo[2,3-b]pyridine), C(CCl)Cl (EDC), C=1C=CC2=C(C1)N=NN2O (HOBt), CN(C)C=O (DMF), amine. The product is N=1C=CC=2C1NC=CC2C=2C=C(NC2)C(=O)N (4-(7H-Pyrrolo[2,3-b]pyridin-4-yl)-1H-pyrrole-2-carboxylic acid amide). Procedure: 0.82 g of m-chloroperbenzoic acid (purity of 68%) was added to a mixture of 0.63 g of 2-ethylsulfanyl-N-methyl-4-trifluoromethyl-N-(5-trifluoromethylsulfanyl-pyridin-2-yl)-benzamide and 10 mL of chloroform under ice cooling, and the mixture was stirred for 2 hours under ice cooling. A saturated aqueous sodium bicarbonate solution and a saturated aqueous sodium thiosulfate solution were added to the reaction mixture, and the mixture was extracted with ethyl acetate. The organic layer was dried ov... RXN SMILES: Cl[C:2]1C=CC=C(C(OO)=O)[CH:3]=1.C(S[C:15]1[CH:35]=[C:34]([C:36]([F:39])([F:38])[F:37])[CH:33]=[CH:32][C:16]=1[C:17]([N:19]([CH3:31])[C:20]1[CH:25]=[CH:24][C:23]([S:26][C:27]([F:30])([F:29])[F:28])=[CH:22][N:21]=1)=[O:18])C.C(=O)(O)[O-].[Na+].[S:45]([O-:49])([O-])(=[O:47])=S.[Na+].[Na+]>C(Cl)(Cl)Cl>[CH2:2]([S:45]([C:15]1[CH:35]=[C:34]([C:36]([F:38])([F:39])[F:37])[CH:33]=[CH:32][C:16]=1[C:17]([N:19]([CH3:31])[C:20]1[CH:25]=[CH:24][C:23]([S:26][C:27]([F:30])([F:29])[F:28])=[CH:22][N:21]=1)=[O:18])(=[O:49])=[O:47])[CH3:3] |f:2.3,4.5.6|. Conditions: time 2 hour. Reactants: ClC1=CC(=CC=C1)C(=O)OO (m-chloroperbenzoic acid), C(C)SC1=C(C(=O)N(C2=NC=C(C=C2)SC(F)(F)F)C)C=CC(=C1)C(F)(F)F (2-ethylsulfanyl-N-methyl-4-trifluoromethyl-N-(5-trifluoromethylsulfanyl-pyridin-2-yl)-benzamide), C([O-])(O)=O.[Na+] (sodium bicarbonate), S(=S)(=O)([O-])[O-].[Na+].[Na+] (sodium thiosulfate). Product: C(C)S(=O)(=O)C1=C(C(=O)N(C2=NC=C(C=C2)SC(F)(F)F)C)C=CC(=C1)C(F)(F)F (2-ethylsulfonyl-N-methyl-4-trifluoromethyl-N-(5-trifluoromethylsulfanyl-pyridin-2-yl)-benzamide). The solvent is C(Cl)(Cl)Cl (chloroform). The product is C[C@H]1N(CCC1)CCCOC1=CC=C(C=C1)C=1C=CC(N(N1)C1=NC=CC=C1)=O (6-{4-[3-((R)-2-Methyl-pyrrolidin-1-yl)-propoxy]-phenyl}-2-pyridin-2-yl-2H-pyridazin-3-one). Reagents/catalysts: [Cu]I (copper(I)iodide). Reported procedure: In a 50 mL round bottom flask, 6-{4-[3-((R)-2-methyl-pyrrolidin-1-yl)-propoxy]-phenyl}-2H-pyridazin-3-one (250 mg, 0.71 mmol), 2-bromopyridine (105 μL, 1.07 mmol), copper(I)iodide (13.6 mg, 0.07 mmol), and potassium carbonate (296 mg, 2.14 mmol) in dimethylformamide (10 mL) was heated to reflux 14 h. The reaction was cooled and water (20 mL) was added. The sticky solids were filtered off and then partitioned between methylene chloride and water, separated, and dried over MgSO4. Purification with... Starting materials: C[C@H]1N(CCC1)CCCOC1=CC=C(C=C1)C=1C=CC(NN1)=O (6-{4-[3-((R)-2-methyl-pyrrolidin-1-yl)-propoxy]-phenyl}-2H-pyridazin-3-one), BrC1=NC=CC=C1 (2-bromopyridine), C([O-])([O-])=O.[K+].[K+] (potassium carbonate), O (water). Run in CN(C=O)C (dimethylformamide). RXN SMILES: [CH3:1][C@@H:2]1[CH2:6][CH2:5][CH2:4][N:3]1[CH2:7][CH2:8][CH2:9][O:10][C:11]1[CH:16]=[CH:15][C:14]([C:17]2[CH:18]=[CH:19][C:20](=[O:23])[NH:21][N:22]=2)=[CH:13][CH:12]=1.Br[C:25]1[CH:30]=[CH:29][CH:28]=[CH:27][N:26]=1.C(=O)([O-])[O-].[K+].[K+].O>CN(C)C=O.[Cu]I>[CH3:1][C@@H:2]1[CH2:6][CH2:5][CH2:4][N:3]1[CH2:7][CH2:8][CH2:9][O:10][C:11]1[CH:16]=[CH:15][C:14]([C:17]2[CH:18]=[CH:19][C:20](=[O:23])[N:21]([C:25]3[CH:30]=[CH:29][CH:28]=[CH:27][N:26]=3)[N:22]=2)=[CH:13][CH:12]=1 |f:2.3.4|. The yield is 3.6%. Starting materials: C(C1=CC=CC=C1)OC=1C=C(C(=O)N(C)C)C=C(C1)O (3-benzyloxy-5-hydroxy-N,N-dimethylbenzamide), CC1(OB(OC1(C)C)C1=CC=C(CNC(OC(C)(C)C)=O)C=C1)C (tert-butyl N-[4-(4,4,5,5-tetramethyl-[1,3,2]-dioxaborolane-2-yl)bezyl]carbamate). The product is C(C1=CC=CC=C1)OC=1C=C(C=C(C1)C(N(C)C)=O)C1=CC=C(C=C1)CNC(OC(C)(C)C)=O (tert-Butyl N-(3′-Benzyloxy-5′-dimethylcarbamoylbiphenyl-4-ylmethyl)carbamate). Reaction SMILES: [CH2:1]([O:8][C:9]1[CH:10]=[C:11]([CH:17]=[C:18](O)[CH:19]=1)[C:12]([N:14]([CH3:16])[CH3:15])=[O:13])[C:2]1[CH:7]=[CH:6][CH:5]=[CH:4][CH:3]=1.CC1(C)C(C)(C)OB([C:29]2[CH:43]=[CH:42][C:32]([CH2:33][NH:34][C:35](=[O:41])[O:36][C:37]([CH3:40])([CH3:39])[CH3:38])=[CH:31][CH:30]=2)O1>>[CH2:1]([O:8][C:9]1[CH:19]=[C:18]([C:29]2[CH:30]=[CH:31][C:32]([CH2:33][NH:34][C:35](=[O:41])[O:36][C:37]([CH3:39])([CH3:38])[CH3:40])=[CH:42][CH:43]=2)[CH:17]=[C:11]([C:12](=[O:13])[N:14]([CH3:16])[CH3:15])[CH:10]=1)[C:2]1[CH:7]=[CH:6][CH:5]=[CH:4][CH:3]=1. Reported procedure: The title compound was prepared in a similar manner to that described in Reference Example 58 using 3-benzyloxy-5-hydroxy-N,N-dimethylbenzamide instead of 4-hydroxy-3-methoxybenzaldehyde and tert-butyl N-[4-(4,4,5,5-tetramethyl-[1,3,2]-dioxaborolane-2-yl)bezyl]carbamate instead of phenylboronic acid. The reactants are Br, CC#N, Nc1ccccc1CO, c1ccc(P(c2ccccc2)c2ccccc2)cc1. Product: [Br-], Nc1ccccc1C[P+](c1ccccc1)(c1ccccc1)c1ccccc1. RXN SMILES: [BrH:10].[CH3:30][C:31]#[N:32].[NH2:1][c:2]1[c:3]([CH2:4][OH:5])[cH:6][cH:7][cH:8][cH:9]1.[c:11]1([P:17]([c:18]2[cH:19][cH:20][cH:21][cH:22][cH:23]2)[c:24]2[cH:25][cH:26][cH:27][cH:28][cH:29]2)[cH:12][cH:13][cH:14][cH:15][cH:16]1>>[Br-:10].[NH2:1][c:2]1[c:3]([CH2:4][P+:17]([c:11]2[cH:12][cH:13][cH:14][cH:15][cH:16]2)([c:18]2[cH:19][cH:20][cH:21][cH:22][cH:23]2)[c:24]2[cH:25][cH:26][cH:27][cH:28][cH:29]2)[cH:6][cH:7][cH:8][cH:9]1. The reactants are FC(C(C(C(S(=O)(=O)[O-])(F)F)(F)F)(F)F)(F)F.C1(=C(C=CC=C1)[S+]1C=2C=CC=CC2C(C2=CC=CC=C12)=O)C (10-tolyl-9-oxothioxanthenium nonafluorobutanesulfonate), [OH-].[Na+] (NaOH), FC(C=1C=C(C=C(C1)C(F)(F)F)S(=O)(=O)O)(F)F (3,5-bistrifluoromethylbenzenesulfonic acid). The solvent is CO.O (methanol water). The product is FC(C=1C=C(C=C(C1)C(F)(F)F)S(=O)(=O)[O-])(F)F.C1(=C(C=CC=C1)[S+]1C=2C=CC=CC2C(C2=CC=CC=C12)=O)C (10-tolyl-9-oxothioxanthenium 3,5-bistrifluoromethylbenzenesulfonate). Yield: 114.5%. Reaction SMILES: FC(F)(F)C(F)(F)C(F)(F)C(F)(F)S([O-])(=O)=O.[C:18]1([CH3:39])[CH:23]=[CH:22][CH:21]=[CH:20][C:19]=1[S+:24]1[C:37]2[C:32](=[CH:33][CH:34]=[CH:35][CH:36]=2)[C:31](=[O:38])[C:30]2[CH:29]=[CH:28][CH:27]=[CH:26][C:25]1=2.[OH-].[Na+].[F:42][C:43]([F:59])([F:58])[C:44]1[CH:45]=[C:46]([S:54]([OH:57])(=[O:56])=[O:55])[CH:47]=[C:48]([C:50]([F:53])([F:52])[F:51])[CH:49]=1>CO.O>[F:53][C:50]([F:51])([F:52])[C:48]1[CH:47]=[C:46]([S:54]([O-:57])(=[O:56])=[O:55])[CH:45]=[C:44]([C:43]([F:59])([F:42])[F:58])[CH:49]=1.[C:18]1([CH3:39])[CH:23]=[CH:22][CH:21]=[CH:20][C:19]=1[S+:24]1[C:25]2[C:30](=[CH:29][CH:28]=[CH:27][CH:26]=2)[C:31](=[O:38])[C:32]2[CH:33]=[CH:34][CH:35]=[CH:36][C:37]1=2 |f:0.1,2.3,5.6,7.8|. Reported procedure: In a methanol/water (1/1) solution was dissolved 1.5 g of 10-tolyl-9-oxothioxanthenium nonafluorobutanesulfonate (Z-1) obtained in Synthesis Example 1, and the resulting solution was passed through an ion exchange resin (Amberlite IRA402Cl in which the anion was replaced by OH with an aqueous NaOH solution). After adding 1 g of 3,5-bistrifluoromethylbenzenesulfonic acid to the eluent, the solution was extracted with chloroform to obtain 1.7 g of 10-tolyl-9-oxothioxanthenium 3,5-bistrifluoromethy...